Dataset: the Open Reaction Database (ORD), a public repository of structured organic reaction records. Task: describe an organic reaction: reactants, conditions, products, and yield Starting materials: BrC1=C2C=NNC2=CC(=C1)C(F)(F)F (4-bromo-6-(trifluoromethyl)-1H-indazole), CN(C1=NC=C(C=N1)B1OC(C(O1)(C)C)(C)C)C (N,N-dimethyl-5-(4,4,5,5-tetramethyl-1,3,2-dioxaborolan-2-yl)pyrimidin-2-amine), C(=O)(O)[O-].[Na+] (NaHCO3). The reagents and catalysts are C1=CC=C(C=C1)P([C-]2C=CC=C2)C3=CC=CC=C3.C1=CC=C(C=C1)P([C-]2C=CC=C2)C3=CC=CC=C3.Cl[Pd]Cl.[Fe+2] (PdCl2(dppf)). The solvent is O1CCOCC1 (dioxane). Run at temperature 140 celsius. Product: C(=O)(C(F)(F)F)O (TFA), CN(C1=NC=C(C=N1)C1=C2C=NNC2=CC(=C1)C(F)(F)F)C (N,N-dimethyl-5-(6-(trifluoromethyl)-1H-indazol-4-yl)pyrimidin-2-amine). Isolated yield 59.0%. RXN SMILES: Br[C:2]1[CH:10]=[C:9]([C:11]([F:14])([F:13])[F:12])[CH:8]=[C:7]2[C:3]=1[CH:4]=[N:5][NH:6]2.[CH3:15][N:16]([CH3:32])[C:17]1[N:22]=[CH:21][C:20](B2OC(C)(C)C(C)(C)O2)=[CH:19][N:18]=1.[C:33]([O-:36])(O)=[O:34].[Na+]>O1CCOCC1.C1C=CC(P(C2C=CC=CC=2)[C-]2C=CC=C2)=CC=1.C1C=CC(P(C2C=CC=CC=2)[C-]2C=CC=C2)=CC=1.Cl[Pd]Cl.[Fe+2]>[C:33]([OH:36])([C:11]([F:14])([F:13])[F:12])=[O:34].[CH3:15][N:16]([CH3:32])[C:17]1[N:22]=[CH:21][C:20]([C:2]2[CH:10]=[C:9]([C:11]([F:14])([F:13])[F:12])[CH:8]=[C:7]3[C:3]=2[CH:4]=[N:5][NH:6]3)=[CH:19][N:18]=1 |f:2.3,5.6.7.8|. Reported procedure: A vial was charged with a mixture of 4-bromo-6-(trifluoromethyl)-1H-indazole (0.1 g, 0.377 mmol), N,N-dimethyl-5-(4,4,5,5-tetramethyl-1,3,2-dioxaborolan-2-yl)pyrimidin-2-amine (0.122 g, 0.491 mmol) and PdCl2(dppf) (0.014 g, 0.019 mmol) in dioxane (8 mL) and aqueous saturated NaHCO3 (2 mL). The resulting light brown suspension was heated at 140° C. for 45 minutes in a microwave reactor. The reaction mixture was subsequently concentrated and the crude residue was purified by preparative HPLC, elut... The reactants are O=Cc1ccccc1Br, O=C([O-])[O-], CCO, Cc1ccccc1, [Na+], [Na+], c1ccc(P(c2ccccc2)(c2ccccc2)[Pd](P(c2ccccc2)(c2ccccc2)c2ccccc2)(P(c2ccccc2)(c2ccccc2)c2ccccc2)P(c2ccccc2)(c2ccccc2)c2ccccc2)cc1, OB(O)c1ccsc1. Yields the product O=Cc1ccccc1-c1ccsc1. RXN SMILES: [Br:1][c:2]1[c:3]([CH:4]=[O:5])[cH:6][cH:7][cH:8][cH:9]1.[C:18](=[O:19])([O-:20])[O-:21].[CH3:24][CH2:25][OH:26].[CH3:27][c:28]1[cH:29][cH:30][cH:31][cH:32][cH:33]1.[Na+:22].[Na+:23].[cH:34]1[cH:35][cH:36][c:37]([P:38]([Pd:39]([P:40]([c:41]2[cH:42][cH:43][cH:44][cH:45][cH:46]2)([c:47]2[cH:48][cH:49][cH:50][cH:51][cH:52]2)[c:53]2[cH:54][cH:55][cH:56][cH:57][cH:58]2)([P:59]([c:60]2[cH:61][cH:62][cH:63][cH:64][cH:65]2)([c:66]2[cH:67][cH:68][cH:69][cH:70][cH:71]2)[c:72]2[cH:73][cH:74][cH:75][cH:76][cH:77]2)[P:78]([c:79]2[cH:80][cH:81][cH:82][cH:83][cH:84]2)([c:85]2[cH:86][cH:87][cH:88][cH:89][cH:90]2)[c:91]2[cH:92][cH:93][cH:94][cH:95][cH:96]2)([c:97]2[cH:98][cH:99][cH:100][cH:101][cH:102]2)[c:103]2[cH:104][cH:105][cH:106][cH:107][cH:108]2)[cH:109][cH:110]1.[s:10]1[cH:11][c:12]([B:15]([OH:16])[OH:17])[cH:13][cH:14]1>>[c:2]1(-[c:12]2[cH:11][s:10][cH:14][cH:13]2)[c:3]([CH:4]=[O:5])[cH:6][cH:7][cH:8][cH:9]1. Reactants: BrC=1C=C(C=CC1)[C@H](C)N ((S)-1-(3-bromo-phenyl)-ethylamine), N1N=CN=C1 (1,2,4-triazole), C([O-])([O-])=O.[K+].[K+] (potassium carbonate). Reagents/catalysts: [Cu]I (copper (1) iodide). The solvent is CN1C(CCC1)=O (N-methylpyrrolidinone). Reaction conditions: temperature 195 celsius. Yields the product N1(N=CN=C1)C=1C=C(C=CC1)[C@H](C)N ((S)-1-(3-[1, 2,4]triazol-1-yl-phenyl)-ethylamine). Yield: 35.7%. As a reaction SMILES: Br[C:2]1[CH:3]=[C:4]([C@@H:8]([NH2:10])[CH3:9])[CH:5]=[CH:6][CH:7]=1.[NH:11]1[CH:15]=[N:14][CH:13]=[N:12]1.C(=O)([O-])[O-].[K+].[K+]>CN1CCCC1=O.[Cu]I>[N:11]1([C:2]2[CH:3]=[C:4]([C@@H:8]([NH2:10])[CH3:9])[CH:5]=[CH:6][CH:7]=2)[CH:15]=[N:14][CH:13]=[N:12]1 |f:2.3.4|. Procedure: To a solution of (S)-1-(3-bromo-phenyl)-ethylamine (1.5 g, 7.5 mmol) and 1,2,4-triazole (1.04 g, 15 mmol) in N-methylpyrrolidinone (10 mL) in a quartz tube were added potassium carbonate (2.1 g, 15 mmol) and copper (1) iodide (143 mg, 0.75 mmol). The reaction mixture was heated at 195° C. for 5 h in a Mars 5 microwave oven (600 W), cooled down to room temperature and filtered. The crude product was purified by flash chromatography (10% MeOH/89% EtOAC/1% triethylamine) to provide the title compou... Product: COCC1CN(Cc2ccccc2)CCN1. As a reaction SMILES: [CH2:1]([c:2]1[cH:3][cH:4][cH:5][cH:6][cH:7]1)[N:8]1[CH2:9][CH:10]([CH2:16][O:17][CH3:18])[N:11]([CH:14]=[O:15])[CH2:12][CH2:13]1.[CH2:21]1[O:22][CH2:23][CH2:24][CH2:25]1.[Na+:20].[Na+:35].[O-:31][C:32]([OH:33])=[O:34].[OH-:19].[S:26](=[O:27])(=[O:28])([OH:29])[OH:30]>>[CH2:1]([c:2]1[cH:3][cH:4][cH:5][cH:6][cH:7]1)[N:8]1[CH2:9][CH:10]([CH2:16][O:17][CH3:18])[NH:11][CH2:12][CH2:13]1. Reactants: COCC1CN(Cc2ccccc2)CCN1C=O, C1CCOC1, [Na+], [Na+], O=C([O-])O, [OH-], O=S(=O)(O)O.